This data is from the Open Reaction Database (ORD), a public repository of structured organic reaction records. The task is: describe an organic reaction: reactants, conditions, products, and yield As a reaction SMILES: Cl[C:2]1[N:7]=[C:6]([Cl:8])[C:5]([Cl:9])=[N:4][C:3]=1Cl.[CH3:11][NH:12][CH:13](O)[CH3:14].[Na].C([OH:19])C>>[Cl:9][C:5]1[C:6]([Cl:8])=[N:7][C:2]2[O:19][CH2:14][CH2:13][N:12]([CH3:11])[C:3]=2[N:4]=1 |^1:15|. Yields the product ClC1=NC2=C(OCCN2C)N=C1Cl (6,7-Dichloro-3,4-dihydro-4-methyl-2H-pyrazino(2,3-b)(1,4)oxazine). Starting materials: crude product, ClC1=C(N=C(C(=N1)Cl)Cl)Cl (tetrachloropyrazine), CNC(C)O (methylaminoethanol), [Na] (sodium), C(C)O (ethanol), C(C)O (ethanol). The yield is 27.0%. Reported procedure: The crude product from the reaction of tetrachloropyrazine (10.8 g, 0.05 mol) and methylaminoethanol (3.7 g, 0.05 mol) in Example 1 above was dissolved in absolute ethanol and small pieces of sodium (1.2 g, 0.05 mol) were added. After stirring overnight the ethanol was evaporated and the solid residue was washed with water, filtered, and dried on a porous plate to a weight of 7 g. The solid was recrystallized from ethanol and isopropyl alcohol (IPA) to give 4 g (27% yield) of a white solid, m.p.... Reactants: CN1CCN(Cc2ccc([N+](=O)[O-])cc2C(F)(F)F)CC1, CC(C)=O, O. The product is CN1CCN(Cc2ccc(N)cc2C(F)(F)F)CC1. Reaction SMILES: [CH3:1][N:2]1[CH2:3][CH2:4][N:5]([CH2:8][c:9]2[c:10]([C:18]([F:19])([F:20])[F:21])[cH:11][c:12]([N+:15]([O-:16])=[O:17])[cH:13][cH:14]2)[CH2:6][CH2:7]1.[CH3:22][C:23](=[O:24])[CH3:25].[OH2:26]>>[CH3:1][N:2]1[CH2:3][CH2:4][N:5]([CH2:8][c:9]2[c:10]([C:18]([F:19])([F:20])[F:21])[cH:11][c:12]([NH2:15])[cH:13][cH:14]2)[CH2:6][CH2:7]1. Starting materials: CC1(C)C2CCC(CCN3CCC(C#N)(Nc4cccc(F)c4)CC3)C1C2, CC(=O)OC(C)=O, O=CO, [Na+], [OH-]. Yields the product CC1(C)C2CCC(CCN3CCC(Nc4cccc(F)c4)(C(N)=O)CC3)C1C2. Reaction SMILES: [CH3:1][C:2]1([CH3:27])[CH:3]2[CH2:4][CH2:5][CH:6]([CH2:9][CH2:10][N:11]3[CH2:12][CH2:13][C:14]([C:17]#[N:18])([NH:19][c:20]4[cH:21][c:22]([F:26])[cH:23][cH:24][cH:25]4)[CH2:15][CH2:16]3)[CH:7]1[CH2:8]2.[CH3:28][C:29](=[O:30])[O:31][C:32](=[O:33])[CH3:34].[CH:37]([OH:38])=[O:39].[Na+:36].[OH-:35]>>[CH3:1][C:2]1([CH3:27])[CH:3]2[CH2:4][CH2:5][CH:6]([CH2:9][CH2:10][N:11]3[CH2:12][CH2:13][C:14]([C:17]([NH2:18])=[O:30])([NH:19][c:20]4[cH:21][c:22]([F:26])[cH:23][cH:24][cH:25]4)[CH2:15][CH2:16]3)[CH:7]1[CH2:8]2.